This data is from the Open Reaction Database (ORD), a public repository of structured organic reaction records. The task is: describe an organic reaction: reactants, conditions, products, and yield Starting materials: CC1(C)C(=O)N(C(CCO[Si](C)(C)C(C)(C)C)c2cccc(F)c2)c2c(F)cccc21, CCCC[N+](CCCC)(CCCC)CCCC, [F-], C1CCOC1. The product is CC1(C)C(=O)N(C(CCO)c2cccc(F)c2)c2c(F)cccc21. RXN SMILES: [C:1]([Si:2]([CH3:3])([CH3:4])[O:6][CH2:7][CH2:8][CH:9]([c:10]1[cH:11][c:12]([F:16])[cH:13][cH:14][cH:15]1)[N:17]1[C:18](=[O:29])[C:19]([CH3:27])([CH3:28])[c:20]2[cH:21][cH:22][cH:23][c:24]([F:26])[c:25]21)([CH3:5])([CH3:30])[CH3:31].[CH2:33]([N+:34]([CH2:35][CH2:36][CH2:37][CH3:38])([CH2:39][CH2:40][CH2:41][CH3:42])[CH2:43][CH2:44][CH2:45][CH3:46])[CH2:47][CH2:48][CH3:49].[F-:32].[O:50]1[CH2:51][CH2:52][CH2:53][CH2:54]1>>[OH:6][CH2:7][CH2:8][CH:9]([c:10]1[cH:11][c:12]([F:16])[cH:13][cH:14][cH:15]1)[N:17]1[C:18](=[O:29])[C:19]([CH3:27])([CH3:28])[c:20]2[cH:21][cH:22][cH:23][c:24]([F:26])[c:25]21. Reactants: O=C1Cc2cc(F)cc(Br)c2N1, CCN(CC)CCN1CCCc2[nH]c(C=O)c(C)c2C1=O. Yields the product CCN(CC)CCN1CCCc2[nH]c(C=C3C(=O)Nc4c(Br)cc(F)cc43)c(C)c2C1=O. RXN SMILES: [Br:22][c:23]1[cH:24][c:25]([F:33])[cH:26][c:27]2[c:31]1[NH:30][C:29](=[O:32])[CH2:28]2.[CH2:1]([CH3:2])[N:3]([CH2:4][CH2:5][N:6]1[C:7](=[O:19])[c:8]2[c:9]([nH:13][c:14]([CH:17]=[O:18])[c:15]2[CH3:16])[CH2:10][CH2:11][CH2:12]1)[CH2:20][CH3:21]>>[CH2:1]([CH3:2])[N:3]([CH2:4][CH2:5][N:6]1[C:7](=[O:19])[c:8]2[c:9]([nH:13][c:14]([CH:17]=[C:28]3[c:27]4[cH:26][c:25]([F:33])[cH:24][c:23]([Br:22])[c:31]4[NH:30][C:29]3=[O:32])[c:15]2[CH3:16])[CH2:10][CH2:11][CH2:12]1)[CH2:20][CH3:21]. Reactants: FCCNC1=NC=C(C=C1)C=1OC2=C(N1)C=CC(=C2)OC (N-(2-fluoroethyl)-5-(6-methoxy-1,3-benzoxazol-2-yl)pyridin-2-amine), Br (hydrobromic acid). The reagents and catalysts are [Br-].C(CCC)[N+](CCCC)(CCCC)CCCC (tetrabutylammonium bromide). Run in C(=O)(O)[O-].[Na+] (NaHCO3). Conditions: temperature 120 celsius, time 10 minute. The product is FCCNC1=CC=C(C=N1)C=1OC2=C(N1)C=CC(=C2)O (2-{6-[(2-Fluoroethyl)amino]pyridin-3-yl}-1,3-benzoxazol-6-ol). Isolated yield 21.1%. Reaction SMILES: [F:1][CH2:2][CH2:3][NH:4][C:5]1[CH:10]=[CH:9][C:8]([C:11]2[O:12][C:13]3[CH:19]=[C:18]([O:20]C)[CH:17]=[CH:16][C:14]=3[N:15]=2)=[CH:7][N:6]=1.Br>[Br-].C([N+](CCCC)(CCCC)CCCC)CCC.C([O-])(O)=O.[Na+]>[F:1][CH2:2][CH2:3][NH:4][C:5]1[N:6]=[CH:7][C:8]([C:11]2[O:12][C:13]3[CH:19]=[C:18]([OH:20])[CH:17]=[CH:16][C:14]=3[N:15]=2)=[CH:9][CH:10]=1 |f:2.3,4.5|. Procedure details: To N-(2-fluoroethyl)-5-(6-methoxy-1,3-benzoxazol-2-yl)pyridin-2-amine (0.18 mmol), in a microwave vial with a stir bar, was added tetrabutylammonium bromide (0.02 mmol) and hydrobromic acid 48%, w/w aq soln (5.0 mL). The reaction vessel was sealed and heated at 120° C. for 10 min. LCMS showed remaining starting material and the reaction was run an additional 10 min. The reaction mixture was neutralized with sat NaHCO3 (100 mL), extracted with (3×50 mL) CH2Cl2, the combined organic layers were dr... As a reaction SMILES: CCCCCC.C([Li])CCC.[CH:12]#[C:13][CH2:14][CH2:15][CH2:16][CH2:17][CH2:18][CH3:19].[CH:20]([C:22]1[C:31]([CH3:32])=[C:30]([O:33][C:34](=[O:36])[CH3:35])[C:29]2[C:24](=[CH:25][CH:26]=[C:27]([F:37])[CH:28]=2)[N:23]=1)=[O:21]>O.O1CCCC1>[OH:21][CH:20]([C:22]1[C:31]([CH3:32])=[C:30]([O:33][C:34](=[O:36])[CH3:35])[C:29]2[C:24](=[CH:25][CH:26]=[C:27]([F:37])[CH:28]=2)[N:23]=1)[C:12]#[C:13][CH2:14][CH2:15][CH2:16][CH2:17][CH2:18][CH3:19]. The product is OC(C#CCCCCCC)C1=NC2=CC=C(C=C2C(=C1C)OC(C)=O)F (2-(1-hydroxy-2-nonynyl)-3-methyl-4-actoxy- 6-fluoroquinoline). Reaction conditions: time 15 minute. Starting materials: C(=O)C1=NC2=CC=C(C=C2C(=C1C)OC(C)=O)F (2-formyl-3-methyl-4-acetoxy-6-fluoroquinoline), CCCCCC (hexane), C(CCC)[Li] (n-butyl lithium), C#CCCCCCC (1-octyne). Run in O (water), O1CCCC1 (tetrahydrofuran), O1CCCC1 (tetrahydrofuran). Procedure details: 1.32 ml of a hexane solution of 2.16 mmols of n-butyl lithium was added to a solution of 238 mg (2.16 mmols) of 1-octyne and 5 ml of tetrahydrofuran in an atmosphere of nitrogen at 0° C. and stirred at the same temperature for 15 minutes. The reaction solution was cooled to -78° C. to which a solution of 10 ml of tetrahydrofuran of 445 mg (1.80 mmols) of 2-formyl-3-methyl-4-acetoxy-6-fluoroquinoline was added, followed by heating gradually to room temperature and stirring at room temperature for... The yield is 54.2%. The product is COc1ccc(-c2ccccc2)c2sc(NC(=O)c3ccccc3)nc12. As a reaction SMILES: [C:19]([c:20]1[cH:21][cH:22][cH:23][cH:24][cH:25]1)(=[O:26])[Cl:27].[ClH:28].[NH2:1][c:2]1[s:3][c:4]2[c:5]([n:6]1)[c:7]([O:17][CH3:18])[cH:8][cH:9][c:10]2-[c:11]1[cH:12][cH:13][cH:14][cH:15][cH:16]1.[cH:29]1[cH:30][cH:31][n:32][cH:33][cH:34]1>>[NH:1]([c:2]1[s:3][c:4]2[c:5]([n:6]1)[c:7]([O:17][CH3:18])[cH:8][cH:9][c:10]2-[c:11]1[cH:12][cH:13][cH:14][cH:15][cH:16]1)[C:19]([c:20]1[cH:21][cH:22][cH:23][cH:24][cH:25]1)=[O:26]. The reactants are O=C(Cl)c1ccccc1, Cl, COc1ccc(-c2ccccc2)c2sc(N)nc12, c1ccncc1. Reactants: C(C)OC1=C(C=C(C=C1)S(=O)(=O)N1CCC(CC1)C(=O)OCC)C=1NC(C2=C(N1)C(=CC=N2)CCC)=O (2-[2-Ethoxy-5-(4-ethoxycarbonylpiperidinosulphonyl)-phenyl]-8-n-propylprido [3,2-d]pyrimidin-4(3H) -one), [OH-].[K+] (potassium hydroxide). Run in C(C)O (ethanol). Product: C(=O)(O)C1CCN(CC1)S(=O)(=O)C=1C=CC(=C(C1)C=1NC(C2=C(N1)C(=CC=N2)CCC)=O)OCC (2-[5-(4-Carboxypiperidinosulphonyl)-2-ethoxyphenyl]-8-n-propylprido [3,2-d]pyrimidin-4(3H)-one). The yield is 18.0%. Reaction SMILES: [CH2:1]([O:3][C:4]1[CH:9]=[CH:8][C:7]([S:10]([N:13]2[CH2:18][CH2:17][CH:16]([C:19]([O:21]CC)=[O:20])[CH2:15][CH2:14]2)(=[O:12])=[O:11])=[CH:6][C:5]=1[C:24]1[NH:25][C:26](=[O:37])[C:27]2[N:33]=[CH:32][CH:31]=[C:30]([CH2:34][CH2:35][CH3:36])[C:28]=2[N:29]=1)[CH3:2].[OH-].[K+]>C(O)C>[C:19]([CH:16]1[CH2:15][CH2:14][N:13]([S:10]([C:7]2[CH:8]=[CH:9][C:4]([O:3][CH2:1][CH3:2])=[C:5]([C:24]3[NH:25][C:26](=[O:37])[C:27]4[N:33]=[CH:32][CH:31]=[C:30]([CH2:34][CH2:35][CH3:36])[C:28]=4[N:29]=3)[CH:6]=2)(=[O:12])=[O:11])[CH2:18][CH2:17]1)([OH:21])=[O:20] |f:1.2|. Procedure: A mixture of 2-[2-ethoxy-5-(4-ethoxycarbonyl-piperidinosulphonyl)phenyl]-8-n-propylpyrido[3,2-d]pyrimidin-4(3H)-one (Example 4; 0.55 g, 0.001 mol), potassium hydroxide (0.146 g, 0.0026 mol) and ethanol (35 ml) was stirred under reflux for 5 hours, then allowed to cool. The solvent was evaporated under vacuum, and the residue chromatographed twice on ion-exchange resin (Bio-rad AG50W-X8 H+, 27.5 g) using a pyridine in water elution gradient (2-50% pyridine). Crystallisation of the product from aq... Starting materials: NC1=C(C=CC=C1)NC1=CC(=C(C(=O)OCC)C=C1)F (ethyl 4-(2-amino-phenylamino)-2-fluoro-benzoate), S(=S)(=O)([O-])[O-].[Na+].[Na+] (sodium thiosulfate), C([O-])(O)=O.[Na+] (sodium bicarbonate), BrN1C(CCC1=O)=O (N-bromosuccinimide). Solvent: CN(C=O)C (N,N-dimethylformamide). Run at time 2 hour. The product is NC1=C(C=C(C=C1)Br)NC1=CC(=C(C(=O)OCC)C=C1)F (Ethyl 4-(2-amino-5-bromo-phenylamino)-2-fluoro-benzoate). Isolated yield 68.2%. RXN SMILES: [NH2:1][C:2]1[CH:7]=[CH:6][CH:5]=[CH:4][C:3]=1[NH:8][C:9]1[CH:19]=[CH:18][C:12]([C:13]([O:15][CH2:16][CH3:17])=[O:14])=[C:11]([F:20])[CH:10]=1.[Br:21]N1C(=O)CCC1=O.S([O-])([O-])(=O)=S.[Na+].[Na+].C(=O)(O)[O-].[Na+]>CN(C)C=O>[NH2:1][C:2]1[CH:7]=[CH:6][C:5]([Br:21])=[CH:4][C:3]=1[NH:8][C:9]1[CH:19]=[CH:18][C:12]([C:13]([O:15][CH2:16][CH3:17])=[O:14])=[C:11]([F:20])[CH:10]=1 |f:2.3.4,5.6|. Reported procedure: 179 mg ethyl 4-(2-amino-phenylamino)-2-fluoro-benzoate (compound in Production Example 332) was dissolved in 4 mL N,N-dimethylformamide, and 116 mg N-bromosuccinimide was added thereto under ice-cooling and stirred for 2 hours. An aqueous sodium thiosulfate solution and an aqueous sodium bicarbonate solution were added thereto and stirred for 1 hour, and the reaction mixture was extracted with ethyl acetate. The extract was purified by NH silica gel chromatography (ethyl acetate/hexane), to give... The reactants are CN1C2CCC1CC(C2)O (tropine), C(CCC(=O)Cl)(=O)Cl (succinyl chloride), [OH-].[Na+] (NaOH), O (water). Run in C(Cl)Cl (methylene chloride), C(Cl)Cl (methylene chloride). Yields the product C(CCC(=O)OC1C[C@H]2CC[C@@H](C1)N2C)(=O)OC2C[C@H]1CC[C@@H](C2)N1C (bis-tropan-3-yl succinate). Isolated yield 65.0%. As a reaction SMILES: [CH3:1][N:2]1[CH:6]2[CH2:7][CH:8]([OH:10])[CH2:9][CH:3]1[CH2:4][CH2:5]2.[C:11](Cl)(=[O:17])[CH2:12][CH2:13][C:14](Cl)=[O:15].[OH2:19].[OH-].[Na+]>C(Cl)Cl>[C:11]([O:17][CH:8]1[CH2:7][C@H:6]2[N:2]([CH3:1])[C@H:3]([CH2:4][CH2:5]2)[CH2:9]1)(=[O:19])[CH2:12][CH2:13][C:14]([O:10][CH:8]1[CH2:9][C@H:3]2[N:2]([CH3:1])[C@H:6]([CH2:5][CH2:4]2)[CH2:7]1)=[O:15] |f:3.4|. Procedure details: To a solution of 14.1 g (100 mmol) of tropine in 50 mL of methylene chloride is added dropwise 7.75 g (50 mmol) of succinyl chloride in 100 mL of methylene chloride with cooling in an ice bath. Then the mixture is allowed to warm to room temperature. After the reaction mixture is poured into 200 mL of cold water, the aqueous layer is adjusted to pH 10-11 with 6 N NaOH aqueous solution and extracted with chloroform. The resulting oil is purified by column chromatography (silica gel, 20% methanol ...